From a dataset of the Open Reaction Database (ORD), a public repository of structured organic reaction records. describe an organic reaction: reactants, conditions, products, and yield The reactants are CN1N=CC(=C1)C=1C=CC=2N(N1)C(=CN2)C(=C)C=2C=C1C=CC=NC1=CC2 (6-{1-[6-(1-Methyl-1H-pyrazol-4-yl)-imidazo[1,2-b]pyridazin-3-yl]-vinyl}-quinoline). The reagents and catalysts are [Pd] (Pd). Run in C(C)O (ethanol). Reaction conditions: time 10 hour. Product: CN1N=CC(=C1)C=1C=CC=2N(N1)C(=CN2)C(C)C=2C=C1CCCNC1=CC2 ((rac)-6-{1-[6-(1-Methyl-1H-pyrazol-4-yl)-imidazo[1,2-b]pyridazin-3-yl]-ethyl}-1,2,3,4-tetrahydroquinoline). Reaction SMILES: [CH3:1][N:2]1[CH:6]=[C:5]([C:7]2[CH:8]=[CH:9][C:10]3[N:11]([C:13]([C:16]([C:18]4[CH:19]=[C:20]5[C:25](=[CH:26][CH:27]=4)[N:24]=[CH:23][CH:22]=[CH:21]5)=[CH2:17])=[CH:14][N:15]=3)[N:12]=2)[CH:4]=[N:3]1>C(O)C.[Pd]>[CH3:1][N:2]1[CH:6]=[C:5]([C:7]2[CH:8]=[CH:9][C:10]3[N:11]([C:13]([CH:16]([C:18]4[CH:19]=[C:20]5[C:25](=[CH:26][CH:27]=4)[NH:24][CH2:23][CH2:22][CH2:21]5)[CH3:17])=[CH:14][N:15]=3)[N:12]=2)[CH:4]=[N:3]1. Procedure: 6-{1-[6-(1-Methyl-1H-pyrazol-4-yl)-imidazo[1,2-b]pyridazin-3-yl]-vinyl}-quinoline (Example 155, 2.2 g, 6.24 mmol) was dissolved in ethanol (300 mL) and hydrogenated under H2 atm. at rt in presence of Pd 15% C. After 10 h, the RM was filtered over Celite and the filtrate evaporated under vacuo. The residue was dried over night under vacuo and eluted on a silica gel column with EtOAc/MeOH=9:1 then 85:15 to afford, after evaporation of the solvent, crystals of the title compound (tR 3.24 min (condi... The reactants are C([C@@H](O)CC(=O)O)(=O)O (L-malic acid), FC(C(=O)O)(F)F.C1([C@@H](O)CC(=O)O1)=O (L-malic anhydride trifluoroacetate). Run in C(C)O (ethyl alcohol). The product is C(C)OC([C@@H](O)CC(=O)O)=O (L-malic acid monoethyl ester). Isolated yield 98.7%. As a reaction SMILES: [C:1]([OH:9])(=[O:8])[C@H:2]([CH2:4][C:5]([OH:7])=[O:6])[OH:3].F[C:11](F)(F)[C:12](O)=O.C1(=O)OC(=O)C[C@@H]1O>C(O)C>[CH2:11]([O:8][C:1](=[O:9])[C@H:2]([CH2:4][C:5]([OH:7])=[O:6])[OH:3])[CH3:12] |f:1.2|. Procedure details: By using the reagents, procedures and conditions described by Example 3A L-malic acid was converted to L-malic anhydride trifluoroacetate and the latter was allowed to react with ethyl alcohol to provide in 98.7% yield L-malic acid monoethyl ester melting at about 48° to about 49.5° C. Starting materials: OC1=CC=C(C=C1)SC=1C=CC2=C(N(C(=N2)COC2=CC=C(CC3C(NC(S3)=O)=O)C=C2)C)C1 (5-{4-[6-(4-hydroxyphenylthio)-1-methyl-1H-benzimidazole-2-ylmethoxy]benzyl}thiazolidine-2,4-dione), Cl.C(C)(=O)OCC (hydrogen chloride ethyl acetate). Yields the product Cl.OC1=CC=C(C=C1)SC=1C=CC2=C(N(C(=N2)COC2=CC=C(CC3C(NC(S3)=O)=O)C=C2)C)C1 (5-{4-[6-(4-Hydroxyphenylthio)-1-methyl-1H-benzimidazole-2-ylmethoxy]benzyl}thiazolidine-2,4-dione hydrochloride). RXN SMILES: [OH:1][C:2]1[CH:7]=[CH:6][C:5]([S:8][C:9]2[CH:10]=[CH:11][C:12]3[N:16]=[C:15]([CH2:17][O:18][C:19]4[CH:32]=[CH:31][C:22]([CH2:23][CH:24]5[S:28][C:27](=[O:29])[NH:26][C:25]5=[O:30])=[CH:21][CH:20]=4)[N:14]([CH3:33])[C:13]=3[CH:34]=2)=[CH:4][CH:3]=1.[ClH:35].C(OCC)(=O)C>>[ClH:35].[OH:1][C:2]1[CH:7]=[CH:6][C:5]([S:8][C:9]2[CH:10]=[CH:11][C:12]3[N:16]=[C:15]([CH2:17][O:18][C:19]4[CH:32]=[CH:31][C:22]([CH2:23][CH:24]5[S:28][C:27](=[O:29])[NH:26][C:25]5=[O:30])=[CH:21][CH:20]=4)[N:14]([CH3:33])[C:13]=3[CH:34]=2)=[CH:4][CH:3]=1 |f:1.2,3.4|. Procedure: In a similar manner to that described in Example (2-2b), a reaction was carried out using 5-{4-[6-(4-hydroxyphenylthio)-1-methyl-1H-benzimidazole-2-ylmethoxy]benzyl}thiazolidine-2,4-dione (0.72 g) and 4N hydrogen chloride/ethyl acetate (40 ml) and the reaction mixture was purified to give the title compound (0.63 g). Reactants: O (Water), C(C)(=O)OC(C)=O (Acetic anhydride), CN(C)C1=NC=CC=C1 (dimethylaminopyridine), [N+](=O)([O-])C=1C=CC2=C(C=C(O2)C(=O)OC)C1 (Methyl 5-nitrobenzofuran-2-carboxylate). Reagents/catalysts: [Pd] (Pd/C). Run in C(C)(=O)OCC (ethyl acetate). Reaction conditions: time 1 hour. Yields the product N(C(=O)C)C=1C=CC2=C(C=C(O2)C(=O)OC)C1 (Methyl 5-acetaminobenzofuran-2-carboxylate). The yield is 61.0%. As a reaction SMILES: [N+:1]([C:4]1[CH:5]=[CH:6][C:7]2[O:11][C:10]([C:12]([O:14][CH3:15])=[O:13])=[CH:9][C:8]=2[CH:16]=1)([O-])=O.[C:17](OC(=O)C)(=[O:19])[CH3:18].CN(C1C=CC=CN=1)C.O>C(OCC)(=O)C.[Pd]>[NH:1]([C:4]1[CH:5]=[CH:6][C:7]2[O:11][C:10]([C:12]([O:14][CH3:15])=[O:13])=[CH:9][C:8]=2[CH:16]=1)[C:17]([CH3:18])=[O:19]. Reported procedure: Methyl 5-nitrobenzofuran-2-carboxylate (13, 0.5 g, 2.26 mmol, made from 5-nitrobenzofuran-2-carboxylic acid, Trans World Chemicals, Inc.) was dissolved in ethyl acetate (40 mL) and 5% Pd/C (30 mg) was added. The reaction mixture was hydrogenated for 1 h at room temperature at a pressure of 60 lb/inch2. The reaction mixture was filtered and the solvent was removed in vacuo. The residue was dissolved in acetone (10 mL) and was used without further purification. Acetic anhydride (0.86 mL, 9.1 mmol)... The reactants are COC(=O)NC1CN(C(=O)OC(C)(C)C)CCC1C, Cl, C1COCCO1. The product is Cl, COC(=O)NC1CNCCC1C. As a reaction SMILES: [C:1]([O:2][C:3](=[O:4])[N:8]1[CH2:9][CH:10]([NH:15][C:16](=[O:17])[O:18][CH3:19])[CH:11]([CH3:14])[CH2:12][CH2:13]1)([CH3:5])([CH3:6])[CH3:7].[ClH:20].[O:21]1[CH2:22][CH2:23][O:24][CH2:25][CH2:26]1>>[ClH:20].[NH:8]1[CH2:9][CH:10]([NH:15][C:16](=[O:17])[O:18][CH3:19])[CH:11]([CH3:14])[CH2:12][CH2:13]1. The product is ClC1=NC=CC=C1C=1N=NSC1C=1C(=NC=C(C1)Br)NCC (4-(2-chloropyridin-3-yl)-5-(2-ethylamino-5-bromo-pyridin-3-yl)-1, 2, 3-thiadiazole). Run in C(C)(=O)O (acetic acid), C(C)(=O)O (acetic acid), C(C)(=O)OCC (ethyl acetate). Isolated yield 81.3%. Procedure details: To a solution of 4-(2-chloropyridin-3-yl)-5-(2-ethylaminopyridin-3-yl)-1, 2, 3-thiadiazole (0.324 g) in acetic acid (4 mL) containing sodium acetate (0.098 g) was added dropwise a solution of bromine (0.185 g) in acetic acid (1 mL). After 5 minutes, the mixture was diluted with ethyl acetate, washed with aqueous potassium carbonate, dried, filtered and evaporated. Chromatography of the residue over silica gel (ethyl acetate/hexane/chloroform 1/3/0.5) gave 4-(2-chloropyridin-3-yl)-5-(2-ethylamino... Reaction SMILES: [Cl:1][C:2]1[C:7]([C:8]2[N:9]=[N:10][S:11][C:12]=2[C:13]2[C:14]([NH:19][CH2:20][CH3:21])=[N:15][CH:16]=[CH:17][CH:18]=2)=[CH:6][CH:5]=[CH:4][N:3]=1.C([O-])(=O)C.[Na+].[Br:27]Br>C(O)(=O)C.C(OCC)(=O)C>[Cl:1][C:2]1[C:7]([C:8]2[N:9]=[N:10][S:11][C:12]=2[C:13]2[C:14]([NH:19][CH2:20][CH3:21])=[N:15][CH:16]=[C:17]([Br:27])[CH:18]=2)=[CH:6][CH:5]=[CH:4][N:3]=1 |f:1.2|. Run at time 5 minute. Reactants: ClC1=NC=CC=C1C=1N=NSC1C=1C(=NC=CC1)NCC (4-(2-chloropyridin-3-yl)-5-(2-ethylaminopyridin-3-yl)-1, 2, 3-thiadiazole), C(C)(=O)[O-].[Na+] (sodium acetate), BrBr (bromine).